This data is from the Open Reaction Database (ORD), a public repository of structured organic reaction records. The task is: describe an organic reaction: reactants, conditions, products, and yield Starting materials: Intermediate 26, C(=O)C=1OC=CC1B1OC(C)(C)C(C)(C)O1 (2-formylfuran-3-boronic acid pinacol ester), C1(=CC=CC=C1)S(=O)(=O)CC1=CC=C(C(=C1C(=O)OC(C)(C)C)O)Br (tert-butyl 6-(benzenesulfonylmethyl)-3-bromo-2-hydroxybenzoate), C1(=CC=CC=C1)S(=O)(=O)CC1=CC=C(C(=C1C(=O)OC(C)(C)C)O)Br (tert-butyl 6-(benzenesulfonylmethyl)-3-bromo-2-hydroxybenzoate). Product: C1(=CC=CC=C1)S(=O)(=O)CC1=CC=C(C(=C1C(=O)OC(C)(C)C)O)C1=C(OC=C1)C=O (tert-Butyl 6-(benzenesulfonylmethyl)-3-(2-formylfuran-3-yl)-2-hydroxybenzoate). As a reaction SMILES: [C:1]1([S:7]([CH2:10][C:11]2[C:16]([C:17]([O:19][C:20]([CH3:23])([CH3:22])[CH3:21])=[O:18])=[C:15]([OH:24])[C:14](Br)=[CH:13][CH:12]=2)(=[O:9])=[O:8])[CH:6]=[CH:5][CH:4]=[CH:3][CH:2]=1.[CH:26]([C:28]1[O:29][CH:30]=[CH:31][C:32]=1B1OC(C)(C)C(C)(C)O1)=[O:27]>>[C:1]1([S:7]([CH2:10][C:11]2[C:16]([C:17]([O:19][C:20]([CH3:23])([CH3:22])[CH3:21])=[O:18])=[C:15]([OH:24])[C:14]([C:32]3[CH:31]=[CH:30][O:29][C:28]=3[CH:26]=[O:27])=[CH:13][CH:12]=2)(=[O:9])=[O:8])[CH:6]=[CH:5][CH:4]=[CH:3][CH:2]=1. Procedure: Prepared by proceeding in a similar manner to Intermediate 26, starting from tert-butyl 6-(benzenesulfonylmethyl)-3-bromo-2-hydroxybenzoate (Intermediate 38) and 2-formylfuran-3-boronic acid pinacol ester